This data is from the Open Reaction Database (ORD), a public repository of structured organic reaction records. The task is: describe an organic reaction: reactants, conditions, products, and yield Reactants: CCOC(=O)c1cn2c(ccc3cc(OC)ccc32)n1, CCO, [Na+], [OH-], O. Yields the product COc1ccc2c(ccc3nc(C(=O)O)cn32)c1. Reaction SMILES: [CH3:1][O:2][c:3]1[cH:4][c:5]2[cH:6][cH:7][c:8]3[n:9]([c:10]2[cH:11][cH:12]1)[cH:13][c:14]([C:16](=[O:17])[O:18][CH2:19][CH3:20])[n:15]3.[CH3:24][CH2:25][OH:26].[Na+:22].[OH-:21].[OH2:23]>>[CH3:1][O:2][c:3]1[cH:4][c:5]2[cH:6][cH:7][c:8]3[n:9]([c:10]2[cH:11][cH:12]1)[cH:13][c:14]([C:16](=[O:17])[OH:18])[n:15]3. Starting materials: C(CCCCCCC)C1=CC=C(C(=O)O)C=C1 (4-octylbenzoic acid), NCC#N (amino acetonitrile). The product is C(#N)CNC(C1=CC=C(C=C1)CCCCCCCC)=O (N-(cyanomethyl)-4-octylbenzamide). Procedure: General procedure F was used to couple 0.1 g (0.42 mmols) of 2 and 0.065 g of amino acetonitrile. The title product was purified with flash chromatography using a solvent system of ethyl acetate and hexanes (2:3) to yield 0.104 g (0.38 mmols). 1H NMR (300 MHz, CDCl3) δ 7.70 (d, J=8.3, 2H), 7.25 (d, J=7.6, 2H), 6.78 (t, J=5.5, 1H), 4.37 (d, J=5.8, 2H), 2.81-2.51 (m, 2H), 1.62 (dt, J=7.4, 22.1, 3H), 1.26 (s, 10H), 0.87 (t, J=6.7, 3H). 13C NMR (75 MHz, CDCl3) δ 167.32, 148.82, 130.03, 129.08, 127.4... Reaction SMILES: [CH2:1]([C:9]1[CH:17]=[CH:16][C:12]([C:13]([OH:15])=O)=[CH:11][CH:10]=1)[CH2:2][CH2:3][CH2:4][CH2:5][CH2:6][CH2:7][CH3:8].[NH2:18][CH2:19][C:20]#[N:21]>>[C:19]([CH2:20][NH:21][C:13](=[O:15])[C:12]1[CH:11]=[CH:10][C:9]([CH2:1][CH2:2][CH2:3][CH2:4][CH2:5][CH2:6][CH2:7][CH3:8])=[CH:17][CH:16]=1)#[N:18].